Dataset: the Open Reaction Database (ORD), a public repository of structured organic reaction records. Task: describe an organic reaction: reactants, conditions, products, and yield The reactants are O=C1C=2C=CN(C2CCC1Br)S(=O)(=O)C1=CC=CC=C1 (4-oxo-5-bromo-1-benzenesulfonyl-4,5,6,7-tetrahydroindole), ClCC(CO)O (3-chloro-1,2-propanediol), O.C1(=CC=C(C=C1)S(=O)(=O)O)C (p-toluene-sulfonic acid monohydrate). Run in O (water). Yields the product ClCC1OC2(OC1)C=1C=CN(C1CCC2Br)S(=O)(=O)C2=CC=CC=C2 (4'-chloromethyl-5-bromo-1-benzenesulfonyl-4,5,6,7-tetrahydroindole-4-spiro-2'-[1,3]-dioxolane). Isolated yield 97.0%. As a reaction SMILES: [O:1]=[C:2]1[CH:10]([Br:11])[CH2:9][CH2:8][C:7]2[N:6]([S:12]([C:15]3[CH:20]=[CH:19][CH:18]=[CH:17][CH:16]=3)(=[O:14])=[O:13])[CH:5]=[CH:4][C:3]1=2.[Cl:21][CH2:22][CH:23](O)[CH2:24][OH:25].O.C1(C)C=CC(S(O)(=O)=O)=CC=1>O>[Cl:21][CH2:22][CH:23]1[CH2:24][O:25][C:2]2([CH:10]([Br:11])[CH2:9][CH2:8][C:7]3[N:6]([S:12]([C:15]4[CH:20]=[CH:19][CH:18]=[CH:17][CH:16]=4)(=[O:14])=[O:13])[CH:5]=[CH:4][C:3]2=3)[O:1]1 |f:2.3|. Procedure details: In a three necked flask equipped with a thermometer, a stirrer and a reflux condenser having Widmer-type water trap filled with Molecular Sieves are placed 4-oxo-5-bromo-1-benzenesulfonyl-4,5,6,7-tetrahydroindole (100 parts), 3-chloro-1,2-propanediol (311 parts), p-toluene-sulfonic acid monohydrate (3 parts) and roluene (4500 parts), and the mixture is refluxed for 7 hours 20 minutes while drying the refluxing azeotropic mixture. After cooling, the reaction mixtue is adjusted to pH 9 with 2.5N a... Reactants: ClC1=CC(=CC=C1)C(=O)OO (3-chloroperbenzoic acid), C(C(=O)Cl)(=O)Cl (oxalyl chloride), 1-oxy-7H-[1,7]naphthyridin-8-one, formula IX, N1=CC=CC=2C=CNC(C12)=O (7H-[1,7]naphthyridin-8-one), 1-oxy-7H-[1,7]naphthyridin-8-one. Run in C(Cl)(Cl)Cl (chloroform), CN(C=O)C (N,N-dimethylformamide). Run at time 30 minute. The product is formula XI, ClC1=NC2=C(N=CC=C2C=C1)O (2-chloro-[1,7]naphthyridin-8-ol). Reaction SMILES: [N:1]1[C:10]2[C:9](=[O:11])[NH:8][CH:7]=[CH:6][C:5]=2[CH:4]=[CH:3][CH:2]=1.[Cl:12]C1C=CC=C(C(OO)=O)C=1.C(Cl)(=O)C(Cl)=O>C(Cl)(Cl)Cl.CN(C)C=O>[Cl:12][C:2]1[CH:3]=[CH:4][C:5]2[C:10](=[C:9]([OH:11])[N:8]=[CH:7][CH:6]=2)[N:1]=1. Procedure: In accordance with Scheme 3, the compound of formula X, 1-oxy-7H-[1,7]naphthyridin-8-one can be prepared as follows: The compound of formula IX, 7H-[1,7]naphthyridin-8-one (which can be prepared from commercially available starting product in accordance with literature Chemical & Pharmaceutical Bullentin (1985), 33(2), 626-33) was stirred for about 70 hours at room temperature in chloroform with 3-chloroperbenzoic acid to obtain the compound of formula X. To a suspension of 1-oxy-7H-[1,7]naphthy... The reactants are CCCCCCCCCCCC. The reagents and catalysts are N=1C=CC=C2C=CC=3C=CC(=NC3C12)C, O1B(OC(C)(C)C1(C)C)B2OC(C)(C)C(O2)(C)C, C[OH2+].C[OH2+].C1CC=CCCC=C1.C1CC=CCCC=C1.[Ir].[Ir]. Solvent: C1CCCCCCC1. Reaction conditions: temperature 100 celsius, time 20 hour. The product is O1B(OC(C)(C)C1(C)C)CCCCCCCCCCCC, O1B(OC(C)(C)C1(C)C)CCCCCCCCCCCCB2OC(C)(C)C(O2)(C)C. Isolated yield 9.0%.